From a dataset of the Open Reaction Database (ORD), a public repository of structured organic reaction records. describe an organic reaction: reactants, conditions, products, and yield Reactants: N#Cc1cnc2cc(Br)ccc2c1Cl, CCOC(C)O, CCOC(C)=O, COc1cc(N)c(Cl)cc1C, Cl, c1ccncc1. The product is COc1cc(Nc2c(C#N)cnc3cc(Br)ccc23)c(Cl)cc1C. Reaction SMILES: [Br:12][c:13]1[cH:14][cH:15][c:16]2[c:17]([Cl:25])[c:18]([C:23]#[N:24])[cH:19][n:20][c:21]2[cH:22]1.[CH2:39]([O:40][CH:41]([OH:42])[CH3:43])[CH3:44].[CH3:33][CH2:34][O:35][C:36](=[O:37])[CH3:38].[Cl:1][c:2]1[c:3]([NH2:4])[cH:5][c:6]([O:10][CH3:11])[c:7]([CH3:9])[cH:8]1.[ClH:26].[n:27]1[cH:28][cH:29][cH:30][cH:31][cH:32]1>>[Cl:1][c:2]1[c:3]([NH:4][c:17]2[c:16]3[cH:15][cH:14][c:13]([Br:12])[cH:22][c:21]3[n:20][cH:19][c:18]2[C:23]#[N:24])[cH:5][c:6]([O:10][CH3:11])[c:7]([CH3:9])[cH:8]1.